This data is from the Open Reaction Database (ORD), a public repository of structured organic reaction records. The task is: describe an organic reaction: reactants, conditions, products, and yield Product: C1(CC1)N(C(=O)C=1C=NC(=NC1)N1C=NC=C1)C1CCN(CC1)C1=NC(=NO1)CCC (2-Imidazol-1-yl-pyrimidine-5-carboxylic acid cyclopropyl-[1-(3-propyl-[1,2,4]oxadiazol-5-yl)-piperidin-4-yl]-amide). The reagents and catalysts are [Cl-].[Zn+2].[Cl-] (zinc chloride), [Cl-].[Zn+2].[Cl-] (zinc chloride). Procedure: To 2-imidazol-1-yl-pyrimidine-5-carboxylic acid (1-cyano-piperidin-4-yl)-cyclopropyl-amide (50 mg, Intermediate 33) and N-hydroxy-butyramidine (30 mg) in ethyl acetate (12 mL) and tetrahydrofuran is added zinc chloride (0.64 mL, 0.7 M in tetrahydrofuran) and the mixture is stirred for two weeks. Again zinc chloride solution and N-hydroxy-butyramidine are added and stirring is continued at room temperature for 24 h. The solvents are removed in vacuo, ethanol (15 mL) and concentrated HCl solution ... Reaction SMILES: [C:1]([N:3]1[CH2:8][CH2:7][CH:6]([N:9]([CH:23]2[CH2:25][CH2:24]2)[C:10]([C:12]2[CH:13]=[N:14][C:15]([N:18]3[CH:22]=[CH:21][N:20]=[CH:19]3)=[N:16][CH:17]=2)=[O:11])[CH2:5][CH2:4]1)#[N:2].[OH:26][NH:27][C:28](=N)[CH2:29][CH2:30][CH3:31]>C(OCC)(=O)C.O1CCCC1.[Cl-].[Zn+2].[Cl-]>[CH:23]1([N:9]([CH:6]2[CH2:5][CH2:4][N:3]([C:1]3[O:26][N:27]=[C:28]([CH2:29][CH2:30][CH3:31])[N:2]=3)[CH2:8][CH2:7]2)[C:10]([C:12]2[CH:17]=[N:16][C:15]([N:18]3[CH:22]=[CH:21][N:20]=[CH:19]3)=[N:14][CH:13]=2)=[O:11])[CH2:25][CH2:24]1 |f:4.5.6|. The reactants are ONC(CCC)=N (N-hydroxy-butyramidine), C(#N)N1CCC(CC1)N(C(=O)C=1C=NC(=NC1)N1C=NC=C1)C1CC1 (2-imidazol-1-yl-pyrimidine-5-carboxylic acid (1-cyano-piperidin-4-yl)-cyclopropyl-amide), C(#N)N1CCC(CC1)N(C(=O)C=1C=NC(=NC1)N1C=NC=C1)C1CC1 (2-imidazol-1-yl-pyrimidine-5-carboxylic acid (1-cyano-piperidin-4-yl)-cyclopropyl-amide), ONC(CCC)=N (N-hydroxy-butyramidine). Reaction conditions: time 24 hour. Run in C(C)(=O)OCC (ethyl acetate), O1CCCC1 (tetrahydrofuran). Reactants: solid, Cl.Cl.Cl.O1CCC=2C(=NC=CC21)N2CCN(CC2)CC[C@@H]2CC[C@H](CC2)N (trans-4-{2-[4-(2,3-dihydrofuro[3,2-c]pyridin-4-yl)-piperazin-1-yl]-ethyl}-cyclohexanamine trihydrochloride), Cl.Cl.Cl.O1CCC=2C(=NC=CC21)N2CCN(CC2)CC[C@@H]2CC[C@H](CC2)N (trans-4-{2-[4-(2,3-dihydrofuro[3,2-c]pyridin-4-yl)-piperazin-1-yl]-ethyl}-cyclohexanamine trihydrochloride), O1CCC(CC1)CC(=O)O (tetrahydropyran-4-yl-acetic acid). The product is O1CCC=2C(=NC=CC21)N2CCN(CC2)CC[C@@H]2CC[C@H](CC2)NC(CC2CCOCC2)=O (trans-N-(4-{2-[4-(2,3-Dihydrofuro[3,2-c]pyridin-4-yl)-piperazin-1-yl]-ethyl}-cyclohexyl)-2-(tetrahydro-2H-pyran-4-yl)-acetamide). RXN SMILES: Cl.Cl.Cl.[O:4]1[C:12]2[CH:11]=[CH:10][N:9]=[C:8]([N:13]3[CH2:18][CH2:17][N:16]([CH2:19][CH2:20][C@H:21]4[CH2:26][CH2:25][C@H:24]([NH2:27])[CH2:23][CH2:22]4)[CH2:15][CH2:14]3)[C:7]=2[CH2:6][CH2:5]1.[O:28]1[CH2:33][CH2:32][CH:31]([CH2:34][C:35](O)=[O:36])[CH2:30][CH2:29]1>>[O:4]1[C:12]2[CH:11]=[CH:10][N:9]=[C:8]([N:13]3[CH2:18][CH2:17][N:16]([CH2:19][CH2:20][C@H:21]4[CH2:26][CH2:25][C@H:24]([NH:27][C:35](=[O:36])[CH2:34][CH:31]5[CH2:32][CH2:33][O:28][CH2:29][CH2:30]5)[CH2:23][CH2:22]4)[CH2:15][CH2:14]3)[C:7]=2[CH2:6][CH2:5]1 |f:0.1.2.3|. Procedure: The title compound, off-white solid (105 mg, 92%), MS (ISP) m/z=457.4 [(M+H)+], mp 233° C., was prepared in accordance with the general method of example 32 from trans-4-{2-[4-(2,3-dihydrofuro[3,2-c]pyridin-4-yl)-piperazin-1-yl]-ethyl}-cyclohexanamine trihydrochloride (intermediate C) (110 mg, 0.25 mmol) and tetrahydropyran-4-yl-acetic acid. The reactants are CC(C)(C)OC(=O)N1CCC(C[NH-])CC1, CCc1cc(-c2ccc(S(=O)(=O)Cl)s2)c(C)[nH]c1=O. Yields the product CCc1cc(-c2ccc(S(=O)(=O)NCC3CCN(C(=O)OC(C)(C)C)CC3)s2)c(C)[nH]c1=O. RXN SMILES: [C:20]([CH3:21])([CH3:22])([CH3:23])[O:24][C:25](=[O:26])[N:27]1[CH2:28][CH2:29][CH:30]([CH2:33][NH-:34])[CH2:31][CH2:32]1.[CH2:1]([CH3:2])[c:3]1[cH:4][c:5](-[c:11]2[cH:12][cH:13][c:14]([S:16](=[O:17])(=[O:18])[Cl:19])[s:15]2)[c:6]([CH3:10])[nH:7][c:8]1=[O:9]>>[CH2:1]([CH3:2])[c:3]1[cH:4][c:5](-[c:11]2[cH:12][cH:13][c:14]([S:16](=[O:17])(=[O:18])[NH:34][CH2:33][CH:30]3[CH2:29][CH2:28][N:27]([C:25]([O:24][C:20]([CH3:21])([CH3:22])[CH3:23])=[O:26])[CH2:32][CH2:31]3)[s:15]2)[c:6]([CH3:10])[nH:7][c:8]1=[O:9]. The reactants are C(Cl)(Cl)Cl (chloroform), FC=1C=C(CNC2CCN(CC2)CCN2C(C=NC3=CC=C(C=C23)OC)=O)C=CC1C (1-(2-(4-(3-fluoro-4-methylbenzylamino)piperidin-1-yl)ethyl)-7-methoxyquinoxalin-2(1H)-one), Cl.C(C)(=O)OCC (hydrogen chloride ethyl acetate). The solvent is C(C)(=O)OCC (ethyl acetate). Yields the product Cl.FC=1C=C(CNC2CCN(CC2)CCN2C(C=NC3=CC=C(C=C23)OC)=O)C=CC1C (1-(2-(4-(3-fluoro-4-methylbenzylamino)piperidin-1-yl)ethyl)-7-methoxyquinoxalin-2(1H)-one hydrochloride). Reaction SMILES: C(Cl)(Cl)[Cl:2].[F:5][C:6]1[CH:7]=[C:8]([CH:32]=[CH:33][C:34]=1[CH3:35])[CH2:9][NH:10][CH:11]1[CH2:16][CH2:15][N:14]([CH2:17][CH2:18][N:19]2[C:28]3[C:23](=[CH:24][CH:25]=[C:26]([O:29][CH3:30])[CH:27]=3)[N:22]=[CH:21][C:20]2=[O:31])[CH2:13][CH2:12]1.Cl.C(OCC)(=O)C>C(OCC)(=O)C>[ClH:2].[F:5][C:6]1[CH:7]=[C:8]([CH:32]=[CH:33][C:34]=1[CH3:35])[CH2:9][NH:10][CH:11]1[CH2:16][CH2:15][N:14]([CH2:17][CH2:18][N:19]2[C:28]3[C:23](=[CH:24][CH:25]=[C:26]([O:29][CH3:30])[CH:27]=3)[N:22]=[CH:21][C:20]2=[O:31])[CH2:13][CH2:12]1 |f:2.3,5.6|. Procedure: To a mixed solution of 10 mL chloroform and 4 mL ethyl acetate containing 0.44 g of 1-(2-(4-(3-fluoro-4-methylbenzylamino)piperidin-1-yl)ethyl)-7-methoxyquinoxalin-2(1H)-one, 2 mL of 4 mol/L hydrogen chloride/ethyl acetate was added, and stirred at room temperature. The solvent was removed under reduced pressure, ethyl acetate was added, and the resulting solid was filtered to give 422 mg of 1-(2-(4-(3-fluoro-4-methylbenzylamino)piperidin-1-yl)ethyl)-7-methoxyquinoxalin-2(1H)-one hydrochloride a... Starting materials: Cl.CN (methyl amine Hydrogen Chloride), ClC=1C=C(C=CC1Cl)NC1=NC(=NC=C1F)NC=1C=CC2=C(CC(O2)C(=O)OC)C1 ((±)-N4-(3,4-dichlorophenyl)-N2-(2,3-dihydro-2-methoxycarbonylbenzofuran-5-yl)-5-fluoro-2,4-pyrimidinediamine). Yields the product ClC=1C=C(C=CC1Cl)NC1=NC(=NC=C1F)NC=1C=CC2=C(CC(O2)C(=O)NC)C1 ((±)-N4-(3,4-dichlorophenyl)-N2-[2,3-dihydro-2-(N-methylamino)carbonylbenzofuran-5-yl]-5-fluoro-2,4-pyrimidinediamine). RXN SMILES: Cl.[CH3:2][NH2:3].[Cl:4][C:5]1[CH:6]=[C:7]([NH:12][C:13]2[C:18]([F:19])=[CH:17][N:16]=[C:15]([NH:20][C:21]3[CH:22]=[CH:23][C:24]4[O:28][CH:27]([C:29]([O:31]C)=O)[CH2:26][C:25]=4[CH:33]=3)[N:14]=2)[CH:8]=[CH:9][C:10]=1[Cl:11]>>[Cl:4][C:5]1[CH:6]=[C:7]([NH:12][C:13]2[C:18]([F:19])=[CH:17][N:16]=[C:15]([NH:20][C:21]3[CH:22]=[CH:23][C:24]4[O:28][CH:27]([C:29]([NH:3][CH3:2])=[O:31])[CH2:26][C:25]=4[CH:33]=3)[N:14]=2)[CH:8]=[CH:9][C:10]=1[Cl:11] |f:0.1|. Reported procedure: In like manner to the preparation of (±)-N4-(3,4-difluorophenyl)-5-fluoro-N2-[2-(N-methylamino)carbonyl-2,3-dihydrobenzofuran-5-yl]-2,4-pyrimidinediamine, the reaction of methyl amine Hydrogen Chloride with (±)-N4-(3,4-dichlorophenyl)-N2-(2,3-dihydro-2-methoxycarbonylbenzofuran-5-yl)-5-fluoro-2,4-pyrimidinediamine gave (±)-N4-(3,4-dichlorophenyl)-N2-[2,3-dihydro-2-(N-methylamino)carbonylbenzofuran-5-yl]-5-fluoro-2,4-pyrimidinediamine. 1H NMR (DMSO-d6): δ 9.52 (s, 1H), 9.09 (s, 1H), 8.08 (m, 3H),... Starting materials: amine, C(C1=CC=CC=C1)(=O)[C@@]([C@@](C(=O)O)(O)C(C1=CC=CC=C1)=O)(O)C(=O)O (dibenzoyl-D-tartaric acid), C(C)(=O)[O-] (acetate), amine, [OH-].[Ba+2].[OH-] (barium hydroxide), NC1C=CC(C1)CO ((±)-4-amino-2-cyclopentene-1-methanol). The solvent is C(C)O (ethanol), C(C)(=O)O (acetic acid), C(C)#N (acetonitrile), O (water). The product is C(C1=CC=CC=C1)(=O)[C@@]([C@@](C(=O)O)(O)C(C1=CC=CC=C1)=O)(O)C(=O)O.N[C@H]1C=C[C@H](C1)CO ((1S,4R)-4-Amino-2-cyclopentene-1-methanol dibenzoyl-D-tartrate). RXN SMILES: C([O-])(=O)C.[OH-].[Ba+2].[OH-].[NH2:8][CH:9]1[CH2:13][CH:12]([CH2:14][OH:15])[CH:11]=[CH:10]1.[C:16]([C@:24]([C:39]([OH:41])=[O:40])([OH:38])[C@:25]([C:30](=[O:37])[C:31]1[CH:36]=[CH:35][CH:34]=[CH:33][CH:32]=1)([OH:29])[C:26]([OH:28])=[O:27])(=[O:23])[C:17]1[CH:22]=[CH:21][CH:20]=[CH:19][CH:18]=1>O.C(O)C.C(#N)C.C(O)(=O)C>[C:30]([C@:25]([C:26]([OH:28])=[O:27])([OH:29])[C@:24]([C:16](=[O:23])[C:17]1[CH:22]=[CH:21][CH:20]=[CH:19][CH:18]=1)([OH:38])[C:39]([OH:41])=[O:40])(=[O:37])[C:31]1[CH:36]=[CH:35][CH:34]=[CH:33][CH:32]=1.[NH2:8][C@@H:9]1[CH2:13][C@H:12]([CH2:14][OH:15])[CH:11]=[CH:10]1 |f:1.2.3,10.11|. Procedure details: (±)-cis-4-Acetamidocyclopent-2-enemethyl acetate was hydrolyzed with barium hydroxide as in Example 1. The resulting syrup (acetic acid salt of (±)-4-amino-2-cyclopentene-1-methanol) was converted to free amine by stirring with an excess of Amberlite IRA-400 (OH-) resin in water. The resin was filtered off, washed with water, and the filtrate-wash evaporated to a pale yellow syrup which was dried by evaporation of portions of ethanol. Such a sample of amine (2.26 g, 20.0 mmol) and dibenzoyl-D-ta... Starting materials: BrCC=C(Br)Br, O=C([O-])[O-], CCc1cc(O)ccc1Oc1ccc(OC(C)C)cc1, CN(C)C=O, [K+], [K+]. Product: CCc1cc(OCC=C(Br)Br)ccc1Oc1ccc(OC(C)C)cc1. Reaction SMILES: [Br:27][C:28](=[CH:29][CH2:30][Br:31])[Br:32].[C:21](=[O:22])([O-:23])[O-:24].[CH2:1]([CH3:2])[c:3]1[cH:4][c:5]([OH:20])[cH:6][cH:7][c:8]1[O:9][c:10]1[cH:11][cH:12][c:13]([O:16][CH:17]([CH3:18])[CH3:19])[cH:14][cH:15]1.[CH3:33][N:34]([CH3:35])[CH:36]=[O:37].[K+:25].[K+:26]>>[CH2:1]([CH3:2])[c:3]1[cH:4][c:5]([O:20][CH2:30][CH:29]=[C:28]([Br:27])[Br:32])[cH:6][cH:7][c:8]1[O:9][c:10]1[cH:11][cH:12][c:13]([O:16][CH:17]([CH3:18])[CH3:19])[cH:14][cH:15]1.